Dataset: the Open Reaction Database (ORD), a public repository of structured organic reaction records. Task: describe an organic reaction: reactants, conditions, products, and yield The reactants are Fc1cc(Br)ccc1CBr, N#C[Na], CN(C)C=O, O. Product: N#CCc1ccc(Br)cc1F. RXN SMILES: [Br:1][c:2]1[cH:3][c:4]([F:10])[c:5]([CH2:8][Br:9])[cH:6][cH:7]1.[Na:11][C:12]#[N:13].[O:14]=[CH:15][N:16]([CH3:17])[CH3:18].[OH2:19]>>[Br:1][c:2]1[cH:3][c:4]([F:10])[c:5]([CH2:8][C:12]#[N:13])[cH:6][cH:7]1. Starting materials: OC=1C=C(C(=O)O)C=CC1 (3-hydroxy benzoic acid), O(C1=CC=CC=C1)CCO (2-phenoxyethanol), S(O)(O)(=O)=O (sulfuric acid). Reaction conditions: temperature 95 celsius. Yields the product OC=1C=C(C(=O)OCCOC2=CC=CC=C2)C=CC1 (2-Phenoxyethyl 3-hydroxybenzoate). Reaction SMILES: [OH:1][C:2]1[CH:3]=[C:4]([CH:8]=[CH:9][CH:10]=1)[C:5]([OH:7])=[O:6].[O:11]([CH2:18][CH2:19]O)[C:12]1[CH:17]=[CH:16][CH:15]=[CH:14][CH:13]=1.S(=O)(=O)(O)O>>[OH:1][C:2]1[CH:3]=[C:4]([CH:8]=[CH:9][CH:10]=1)[C:5]([O:7][CH2:19][CH2:18][O:11][C:12]1[CH:17]=[CH:16][CH:15]=[CH:14][CH:13]=1)=[O:6]. Reported procedure: Into a 250 mL round bottom flask equipped with magnetic stirrer and heating mantle was added 16.0 parts of 3-hydroxy benzoic acid, 100 parts of 2-phenoxyethanol and 0.5 parts of concentrated sulfuric acid. The reaction mixture was heated at 95° C. for 48 hours. The excess of 2-phenoxyethanol was evaporated under reduced pressure at 90° C. The solid material was dissolved in 250 mL of ethyl acetate. The organic layer was first washed with 200 mL of water, second with 250 mL of 5% solution of sodi... Reactants: OC1=CC=C(C=2C(C3=C(C=CC(=C3C(C12)=O)O)O)=O)O (1,4,5,8-tetrahydroxyanthraquinone), C1(C=2C(C(=O)O1)=CC=CC2)=O (phthalic anhydride), ClC1=CC=C(C=C1)O (p-chlorophenol). The reagents and catalysts are [B] (boron). Solvent: OS(=O)(=O)O.O=S(=O)=O (oleum). Product: OC1=CC=C(C=2C(C3=CC=CC=C3C(C12)=O)=O)O (1,4-dihydroxyanthraquinone). As a reaction SMILES: [OH:1][C:2]1[C:15]2[C:14](=[O:16])[C:13]3[C:8](=[C:9](O)[CH:10]=[CH:11][C:12]=3O)[C:7](=[O:19])[C:6]=2[C:5]([OH:20])=[CH:4][CH:3]=1.C1(=O)OC(=O)C2=CC=CC=C12.ClC1C=CC(O)=CC=1>OS(O)(=O)=O.O=S(=O)=O.[B]>[OH:1][C:2]1[C:15]2[C:14](=[O:16])[C:13]3[C:8](=[CH:9][CH:10]=[CH:11][CH:12]=3)[C:7](=[O:19])[C:6]=2[C:5]([OH:20])=[CH:4][CH:3]=1 |f:3.4|. Procedure details: The present invention relates to a process for the production of 1,4,5,8-tetrahydroxyanthraquinone (hereinafter referred to as diquinizarine) by reacting phthalic anhydride with p-chlorophenol in oleum and in the presence of boron catalysts to give the boron complex of 1,4-dihydroxyanthraquinone, and then chlorinating this boron complex direct with chlorinating agents, in the same reaction medium, to give the boron complex of 5,8-dichloro-1,4-dihydroxyanthraquinone, and subsequently hydrolysing ... Starting materials: IC1=C(C(=C(C(=C1C)I)C)I)C (Triiodomesitylene), [Mn](=O)(=O)(=O)[O-].[K+].C(C)(=O)OC(C)=O.C(C)(=O)O.S(O)(O)(=O)=O (potassium permanganate acetic anhydride acetic acid sulfuric acid). Yields the product CC(=O)CC(=O)CC(=O)O (triacetate). Yield: 35.0%. As a reaction SMILES: IC1C(C)=C(I)C(C)=C(I)[C:3]=1[CH3:12].[Mn]([O-])(=O)(=O)=O.[K+].C([O:22][C:23](=[O:25])[CH3:24])(=O)C.[C:26]([OH:29])(=O)[CH3:27].S(=O)(=O)(O)[OH:31]>>[CH3:12][C:3]([CH2:27][C:26]([CH2:24][C:23]([OH:22])=[O:25])=[O:29])=[O:31] |f:1.2.3.4.5|. Procedure: Triiodomesitylene is converted under acetylating conditions in an oxidation reaction with potassium permanganate/acetic anhydride/acetic acid/sulfuric acid into triacetate (yield: 35%). The triacetate is isolated and saponified with potassium carbonate in methanol to tris alcohol (yield: 94%). The tris alcohol is then reacted to form tris aldehyde by Swern oxidation in dimethyl sulfoxide as a solvent in a yield of 67%. Starting materials: BrC([C@H]1[C@@H](CCC1)C(=O)OC)Br (trans-2-dibromomethyl-1-cyclopentanecarboxylic acid, methyl ester), C([O-])([O-])=O.[Na+].[Na+] (sodium carbonate), O1CCCC1 (tetrahydrofuran), [Cl-].[Na+] (sodium chloride). Reagents/catalysts: [N+](=O)([O-])[O-].[Ag+] (silver nitrate). Run in O (water). The product is C(=O)[C@H]1[C@@H](CCC1)C(=O)OC (trans-2-Formylcyclopentanecarboxylic acid, methyl ester). Reaction SMILES: Br[CH:2](Br)[C@@H:3]1[CH2:7][CH2:6][CH2:5][C@H:4]1[C:8]([O:10][CH3:11])=[O:9].[O:13]1CCCC1.[Cl-].[Na+].C(=O)([O-])[O-].[Na+].[Na+]>[N+]([O-])([O-])=O.[Ag+].O>[CH:2]([C@@H:3]1[CH2:7][CH2:6][CH2:5][C@H:4]1[C:8]([O:10][CH3:11])=[O:9])=[O:13] |f:2.3,4.5.6,7.8|. Procedure: A solution of 25 g. (83.3 mmoles) of trans-2-dibromomethyl-1-cyclopentanecarboxylic acid, methyl ester [prepared as described in Chem. Ber. 110, 1823 (1977), from cyclopentene and dibromoketene] in 140 ml. of tetrahydrofuran is heated to reflux in a nitrogen atmosphere. While stirring, a solution of 33.0 g. (194 mmole) of silver nitrate in 55 ml. of water is added over a period of ten minutes. After an additional thirty minutes of heating and stirring the mixture is cooled and saturated aqueous ... The reactants are CN(C)C=O, CC(C)NC(C)C, CCCCCl, Fc1ccc(-c2nc(S)[nH]c2-c2cccs2)cc1, FC(F)=C(F)F, O. Product: Fc1ccc(-c2nc(SC(F)(F)C(F)F)[nH]c2-c2cccs2)cc1. RXN SMILES: [CH3:33][N:34]([CH3:35])[CH:36]=[O:37].[CH:19]([NH:20][CH:21]([CH3:22])[CH3:23])([CH3:24])[CH3:25].[Cl:38][CH2:39][CH2:40][CH2:41][CH3:42].[F:1][c:2]1[cH:3][cH:4][c:5](-[c:8]2[n:9][c:10]([SH:18])[nH:11][c:12]2-[c:13]2[s:14][cH:15][cH:16][cH:17]2)[cH:6][cH:7]1.[F:26][C:27](=[C:28]([F:29])[F:30])[F:31].[OH2:32]>>[F:1][c:2]1[cH:3][cH:4][c:5](-[c:8]2[n:9][c:10]([S:18][C:28]([CH:27]([F:26])[F:31])([F:29])[F:30])[nH:11][c:12]2-[c:13]2[s:14][cH:15][cH:16][cH:17]2)[cH:6][cH:7]1. The reactants are ( c ), CN1C=C(C=2C1=NC=CC2)C=O (1-methyl-1H-pyrrolo[2,3-b]pyridine-3-carboxaldehyde), CN1C(=C(C2=CC=CC=C12)C)C=O (1,3-dimethyl-1H-indole-2-carboxaldehyde). Yields the product CN1C=C(C=2C1=NC=CC2)CNC (1-Methyl-3-(methylaminomethyl)-1H-pyrrolo[2,3-b]pyridine). The yield is 45.0%. RXN SMILES: [CH3:1][N:2]1[C:6]2=[N:7][CH:8]=[CH:9][CH:10]=[C:5]2[C:4]([CH:11]=O)=[CH:3]1.[CH3:13][N:14]1C2C(=CC=CC=2)C(C)=C1C=O>>[CH3:1][N:2]1[C:6]2=[N:7][CH:8]=[CH:9][CH:10]=[C:5]2[C:4]([CH2:11][NH:14][CH3:13])=[CH:3]1. Reported procedure: According to the procedure of Preparation 13 (c), except substituting 1-methyl-1H-pyrrolo[2,3-b]pyridine-3-carboxaldehyde (0.4 g, 2.5 mmole) for the 1,3-dimethyl-1H-indole-2-carboxaldehyde, the title compound (0.2 g, 45%) was prepared as a yellow oil: MS (ES) m/e 176 (M+H)+.